From a dataset of the Open Reaction Database (ORD), a public repository of structured organic reaction records. describe an organic reaction: reactants, conditions, products, and yield The reactants are COc1c(Br)cc(C#N)cc1[N+](=O)[O-], C=C(C)B(O)O, O=C([O-])[O-], COCCOC, [K+], [K+], O, [Pd], c1ccc(P(c2ccccc2)c2ccccc2)cc1, c1ccc(P(c2ccccc2)c2ccccc2)cc1, c1ccc(P(c2ccccc2)c2ccccc2)cc1, c1ccc(P(c2ccccc2)c2ccccc2)cc1. Reaction SMILES: [Br:1][c:2]1[cH:3][c:4]([C:5]#[N:6])[cH:7][c:8]([N+:12](=[O:13])[O-:14])[c:9]1[O:10][CH3:11].[C:16](=[CH2:17])([CH3:18])[B:19]([OH:20])[OH:21].[C:22](=[O:23])([O-:24])[O-:25].[CH2:28]([CH2:29][O:30][CH3:31])[O:32][CH3:33].[K+:26].[K+:27].[OH2:15].[Pd:34].[c:35]1([P:36]([c:37]2[cH:38][cH:39][cH:40][cH:41][cH:42]2)[c:43]2[cH:44][cH:45][cH:46][cH:47][cH:48]2)[cH:49][cH:50][cH:51][cH:52][cH:53]1.[c:54]1([P:55]([c:56]2[cH:57][cH:58][cH:59][cH:60][cH:61]2)[c:62]2[cH:63][cH:64][cH:65][cH:66][cH:67]2)[cH:68][cH:69][cH:70][cH:71][cH:72]1.[c:73]1([P:74]([c:75]2[cH:76][cH:77][cH:78][cH:79][cH:80]2)[c:81]2[cH:82][cH:83][cH:84][cH:85][cH:86]2)[cH:87][cH:88][cH:89][cH:90][cH:91]1.[c:92]1([P:93]([c:94]2[cH:95][cH:96][cH:97][cH:98][cH:99]2)[c:100]2[cH:101][cH:102][cH:103][cH:104][cH:105]2)[cH:106][cH:107][cH:108][cH:109][cH:110]1>>[c:2]1([C:16](=[CH2:17])[CH3:18])[cH:3][c:4]([C:5]#[N:6])[cH:7][c:8]([N+:12](=[O:13])[O-:14])[c:9]1[O:10][CH3:11]. The product is C=C(C)c1cc(C#N)cc([N+](=O)[O-])c1OC. Reactants: CCOC(=O)c1cn2c3c([nH]c(=O)c2n1)-c1ccc(CC(=O)N(C)C)cc1C3, [Na+], C1COCCO1, [OH-], O. The product is CN(C)C(=O)Cc1ccc2c(c1)Cc1c-2[nH]c(=O)c2nc(C(=O)O)cn12. Reaction SMILES: [CH3:1][N:2]([CH3:3])[C:4](=[O:5])[CH2:6][c:7]1[cH:8][c:9]2[c:26]([cH:27][cH:28]1)-[c:12]1[c:11]([n:16]3[c:15]([c:14](=[O:25])[nH:13]1)[n:19][c:18]([C:20](=[O:21])[O:22][CH2:23][CH3:24])[cH:17]3)[CH2:10]2.[Na+:36].[O:29]1[CH2:30][CH2:31][O:32][CH2:33][CH2:34]1.[OH-:35].[OH2:37]>>[CH3:1][N:2]([CH3:3])[C:4](=[O:5])[CH2:6][c:7]1[cH:8][c:9]2[c:26]([cH:27][cH:28]1)-[c:12]1[c:11]([n:16]3[c:15]([c:14](=[O:25])[nH:13]1)[n:19][c:18]([C:20](=[O:21])[OH:22])[cH:17]3)[CH2:10]2.